From a dataset of the Open Reaction Database (ORD), a public repository of structured organic reaction records. describe an organic reaction: reactants, conditions, products, and yield Starting materials: O=CC1CN(C(C(=O)O)C2CCCCC2)CC1c1ccccc1, O=C(O)C(C1CCCCC1)N1CC(CN2CCC(CCCN3ONc4ccccc43)CC2)C(c2ccccc2)C1, CC(Cc1ccccc1)CC1CCNCC1. Yields the product CC(Cc1ccccc1)CC1CCN(CC2CN(C(C(=O)O)C3CCCCC3)CC2c2ccccc2)CC1. RXN SMILES: [CH:17](=[O:18])[CH:19]1[CH2:20][N:21]([CH:30]([C:31](=[O:32])[OH:33])[CH:34]2[CH2:35][CH2:36][CH2:37][CH2:38][CH2:39]2)[CH2:22][CH:23]1[c:24]1[cH:25][cH:26][cH:27][cH:28][cH:29]1.[NH:40]1[O:41][N:42]([CH2:43][CH2:44][CH2:45][CH:46]2[CH2:47][CH2:48][N:49]([CH2:50][CH:51]3[CH:52]([c:53]4[cH:54][cH:55][cH:56][cH:57][cH:58]4)[CH2:59][N:60]([CH:61]([CH:62]4[CH2:63][CH2:64][CH2:65][CH2:66][CH2:67]4)[C:68]([OH:69])=[O:70])[CH2:71]3)[CH2:72][CH2:73]2)[c:74]2[cH:75][cH:76][cH:77][cH:78][c:79]21.[c:1]1([CH2:7][CH:8]([CH2:9][CH:10]2[CH2:11][CH2:12][NH:13][CH2:14][CH2:15]2)[CH3:16])[cH:2][cH:3][cH:4][cH:5][cH:6]1>>[c:1]1([CH2:7][CH:8]([CH2:9][CH:10]2[CH2:11][CH2:12][N:13]([CH2:17][CH:19]3[CH2:20][N:21]([CH:30]([C:31](=[O:32])[OH:33])[CH:34]4[CH2:35][CH2:36][CH2:37][CH2:38][CH2:39]4)[CH2:22][CH:23]3[c:24]3[cH:25][cH:26][cH:27][cH:28][cH:29]3)[CH2:14][CH2:15]2)[CH3:16])[cH:2][cH:3][cH:4][cH:5][cH:6]1. Reactants: CCc1cc(-c2cncc(C(=O)O)c2)c(C)[nH]c1=O, CCNCc1ccncc1. The product is CCc1cc(-c2cncc(C(=O)N(CC)Cc3ccncc3)c2)c(C)[nH]c1=O. RXN SMILES: [CH2:1]([CH3:2])[c:3]1[cH:4][c:5](-[c:11]2[cH:12][n:13][cH:14][c:15]([C:17](=[O:18])[OH:19])[cH:16]2)[c:6]([CH3:10])[nH:7][c:8]1=[O:9].[CH2:20]([CH3:21])[NH:22][CH2:23][c:24]1[cH:25][cH:26][n:27][cH:28][cH:29]1>>[CH2:1]([CH3:2])[c:3]1[cH:4][c:5](-[c:11]2[cH:12][n:13][cH:14][c:15]([C:17](=[O:19])[N:22]([CH2:20][CH3:21])[CH2:23][c:24]3[cH:25][cH:26][n:27][cH:28][cH:29]3)[cH:16]2)[c:6]([CH3:10])[nH:7][c:8]1=[O:9]. The reactants are COC1=CC=C(CO)C=C1 (4-methoxybenzyl alcohol), [H-].[Na+] (sodium hydride), BrC=1C=NC=C(C1)Br (3,5-dibromopyridine). The solvent is CS(=O)C (DMSO), CS(=O)C (DMSO). Reaction conditions: temperature 90 celsius, time 75 minute. The product is BrC=1C=NC=C(C1)OCC1=CC=C(C=C1)OC (3-bromo-5-(4-methoxy-benzyloxy)-pyridine). The yield is 47.8%. RXN SMILES: [CH3:1][O:2][C:3]1[CH:10]=[CH:9][C:6]([CH2:7][OH:8])=[CH:5][CH:4]=1.[H-].[Na+].[Br:13][C:14]1[CH:15]=[N:16][CH:17]=[C:18](Br)[CH:19]=1>CS(C)=O>[Br:13][C:14]1[CH:15]=[N:16][CH:17]=[C:18]([O:8][CH2:7][C:6]2[CH:9]=[CH:10][C:3]([O:2][CH3:1])=[CH:4][CH:5]=2)[CH:19]=1 |f:1.2|. Procedure details: To a solution of 4-methoxybenzyl alcohol (1.73 g) in DMSO (10 mL) at room temperature was added sodium hydride (500 mg). The reaction mixture was stirred for 75 min and then a solution of 3,5-dibromopyridine (3.0 g) in DMSO (15 mL) was added. The reaction mixture was then heated at 90° C. for 2.5 h and then allowed to cool to room temperature, quenched with water (60 mL) and extracted into diethyl ether (3×60 mL). The combined organics were washed with brine (100 mL), dried (MgSO4), reduced in v... Starting materials: C(C)C(C(=O)OCC)CC1=CC(=C(C=C1)OC)C=O (ethyl 2-ethyl-3-(3-formyl-4-methoxyphenyl)propanoate), Cl.NO (hydroxylamine hydrochloride), N1=CC=CC=C1 (pyridine). The solvent is C(C)O (ethanol). The product is C(C)C(C(=O)OCC)CC=1CC(C(=CC1)OC)=NO (Ethyl 2-ethyl-3-[3-(hydroxyimino)-4-methoxyphenyl]propanoate). The yield is 93.3%. RXN SMILES: [CH2:1]([CH:3]([CH2:9][C:10]1[CH:15]=[CH:14][C:13]([O:16][CH3:17])=[C:12](C=O)[CH:11]=1)[C:4]([O:6][CH2:7][CH3:8])=[O:5])[CH3:2].Cl.[NH2:21][OH:22].N1C=CC=CC=1>C(O)C>[CH2:1]([CH:3]([CH2:9][C:10]1[CH2:11][C:12](=[N:21][OH:22])[C:13]([O:16][CH3:17])=[CH:14][CH:15]=1)[C:4]([O:6][CH2:7][CH3:8])=[O:5])[CH3:2] |f:1.2|. Reported procedure: A mixture of ethyl 2-ethyl-3-(3-formyl-4-methoxyphenyl)propanoate (1.06 g, 4.01 mmol), hydroxylamine hydrochloride (293 mg, 4.22 mmol), pyridine (1 mL) and ethanol (20 mL) was refluxed for 6 hours. After cooling, the mixture was concentrated and the residue was dissolved in ethyl acetate, which was washed with 1 mol/L hydrochloric acid, saturated aqueous solution of sodium hydrogencarbonate and brine, dried over anhydrous sodium sulfate, and then concentrated. The residue was purified by silica ... The reactants are [H-].[Na+] (sodium hydride), CC1=NC2=CC=C(C(=C2C(=C1C)O)C(F)(F)F)F (2,3-dimethyl-4-hydroxy-5-trifluoromethyl-6-fluoroquinoline), C(C)C1=NC2=CC(=C(C=C2C(=C1C)OC(=O)C1CC1)F)F (2-ethyl-3-methyl-4-cyclopropanecarbonyloxy-6,7-difluoroquinoline), C(C)C1=NC2=CC(=C(C=C2C(=C1C)OC(=O)C1CC1)F)F (2-ethyl-3-methyl-4-cyclopropanecarbonyloxy-6,7-difluoroquinoline), C(C)C1=NC2=CC=C(C(=C2C(=C1C)OC(=O)C1CC1)F)F (2-ethyl-3-methyl-4-cyclopropanecarbonyloxy-5,6-difluoroquinoline), C(C)C1=NC2=CC=C(C(=C2C(=C1C)OC(=O)C1CC1)F)F (2-ethyl-3-methyl-4-cyclopropanecarbonyloxy-5,6-difluoroquinoline). The solvent is CN(C=O)C (dimethyl formamide), O (water), CN(C=O)C (dimethyl formamide). Reaction conditions: time 1 hour. Yields the product CC1=NC2=CC=C(C(=C2C(=C1C)OC(=O)C1CC1)C(F)(F)F)F (2,3-dimethyl-4-cyclopropanecarbonyloxy-5-trifluoromethyl-6-fluoroquinoline), 2,3-dimethyl-4-cyclopropanecarbonyloxy-6-fluoro-7-trifluoro -methylquinoline. As a reaction SMILES: [H-].[Na+].[CH3:3][C:4]1[C:13]([CH3:14])=[C:12]([OH:15])[C:11]2[C:6](=[CH:7][CH:8]=[C:9]([F:20])[C:10]=2[C:16]([F:19])([F:18])[F:17])[N:5]=1.C(C1C(C)=C([O:34][C:35]([CH:37]2[CH2:39][CH2:38]2)=O)C2C(=CC(F)=C(F)C=2)N=1)C.C(C1C(C)=C(OC(C2CC2)=O)C2C(=CC=C(F)C=2F)N=1)C>CN(C)C=O.O>[CH3:3][C:4]1[C:13]([CH3:14])=[C:12]([O:15][C:35]([CH:37]2[CH2:39][CH2:38]2)=[O:34])[C:11]2[C:6](=[CH:7][CH:8]=[C:9]([F:20])[C:10]=2[C:16]([F:17])([F:19])[F:18])[N:5]=1 |f:0.1|. Procedure: In 3 ml dimethyl formamide was suspended 18.8 mg of 60% sodium hydride. The mixture of 2,3-dimethyl-4-hydroxy-5-trifluoromethyl-6-fluoroquinoline with 2,3-dimethyl-4-hydroxy-6-fluoro-7-trifluoromethylquinoline (starting material 1) (100 mg) was suspended in 3 ml of dimethyl formamide, and this suspension was added dropwise to the above suspension under ice cooling. After stirring for one hr, 40.8 mg of cyclopropanecarbonyl chloride (starting material 2) was added thereto, and the mixture was sti... The reactants are ClCC1CN(CCO1)C(C)C (2-chloromethyl-4-isopropylmorpholine), C(CCC)[Li] (n-butyl lithium), C1=CC=CC=2CC3=C(CCC21)C=CC=C3 (10,11-dihydro-5H-dibenzo[a,d]cycloheptene), O (water). Solvent: C1=CC=CC=C1 (benzene), CCCCCC (n-hexane), O1CCCC1 (tetrahydrofuran). Yields the product C(C)(C)N1CC(OCC1)CC1C2=C(CCC3=C1C=CC=C3)C=CC=C2 (5-(4-isopropylmorpholin-2-yl)methyl-10,11-dihydro-5H-dibenzo[a,d]cycloheptene). As a reaction SMILES: C([Li])CCC.[CH:6]1[C:16]2[CH2:15][CH2:14][C:13]3[CH:17]=[CH:18][CH:19]=[CH:20][C:12]=3[CH2:11][C:10]=2[CH:9]=[CH:8][CH:7]=1.Cl[CH2:22][CH:23]1[O:28][CH2:27][CH2:26][N:25]([CH:29]([CH3:31])[CH3:30])[CH2:24]1.O>CCCCCC.O1CCCC1.C1C=CC=CC=1>[CH:29]([N:25]1[CH2:26][CH2:27][O:28][CH:23]([CH2:22][CH:11]2[C:12]3[CH:20]=[CH:19][CH:18]=[CH:17][C:13]=3[CH2:14][CH2:15][C:16]3[CH:6]=[CH:7][CH:8]=[CH:9][C:10]2=3)[CH2:24]1)([CH3:31])[CH3:30]. Procedure details: A solution of n-butyl lithium in n-hexane (1.6 N, 1.6 ml) was added to 10,11-dihydro-5H-dibenzo[a,d]cycloheptene (390 mg) in anhydrous tetrahydrofuran at room temperature, and the resulting mixture was stirred under reflux for 40 minutes. A solution of 2-chloromethyl-4-isopropylmorpholine (362 mg) in benzene was added thereto while stirring under heating, and the resulting mixture was stirred under reflux for 4 hours, followed by addition of excess water. The reaction mixture was extracted with ... The reactants are [Br-], NC(C(=O)O)C(F)(F)F, [K+], O=N[O-], [Na+], O=S(=O)(O)O. Product: O=C(O)C(Br)C(F)(F)F. As a reaction SMILES: [Br-:15].[F:1][C:2]([CH:3]([NH2:4])[C:5](=[O:6])[OH:7])([F:8])[F:9].[K+:14].[N:10]([O-:11])=[O:12].[Na+:13].[S:16](=[O:17])(=[O:18])([OH:19])[OH:20]>>[F:1][C:2]([CH:3]([C:5](=[O:6])[OH:7])[Br:15])([F:8])[F:9].